This data is from the Open Reaction Database (ORD), a public repository of structured organic reaction records. The task is: describe an organic reaction: reactants, conditions, products, and yield Starting materials: Cc1cc(C)cc(C(=O)O)c1, COc1ccc(N)cc1. Reagents/catalysts: C1CCN(C1)C(=[N+]2CCCC2)F.F[P-](F)(F)(F)(F)F (BTFFH), CN1CCOCC1 (NMM). Run in CN(C)C=O (DMF), CN(C)C=O (DMF), CN(C)C=O (DMF), CN(C)C=O (DMF), CN(C)C=O (DMF), CN(C)C=O (DMF). Run at temperature 25 celsius, time 2 hour. Yields the product COc1ccc(NC(=O)c2cc(C)cc(C)c2)cc1. The yield is 29.5%. Reaction SMILES: COc1ccc(N)cc1.Cc1cc(C)cc(C(=O)O)c1.C1CCN(C1)C(=[N+]2CCCC2)F.F[P-](F)(F)(F)(F)F.CN1CCOCC1.CN(C)C=O>>COc1ccc(NC(=O)c2cc(C)cc(C)c2)cc1. RXN SMILES: [CH2:1]([S:4][CH2:5][C@@H:6]([C:8]([OH:10])=O)[NH2:7])[CH:2]=[CH2:3].[OH-].[Na+].[C:13]1([N:19]=[C:20]=[S:21])[CH:18]=[CH:17][CH:16]=[CH:15][CH:14]=1>>[C:13]1([N:19]2[C:8](=[O:10])[CH:6]([CH2:5][S:4][CH2:1][CH:2]=[CH2:3])[NH:7][C:20]2=[S:21])[CH:18]=[CH:17][CH:16]=[CH:15][CH:14]=1 |f:1.2|. Reported procedure: When 5 g of S-allylcysteine (0.031 mole), 1.24 g of sodium hydroxide (0.31 mole) and 4.19 g of phenylisothiocyanate (0.031 mole) were reacted according to the procedure for the preparation of the compound of Example 2, 8.59 g of crude product was obtained which did not require purification by chromatography. Crystallization of the crude product from isopropyl alcohol gave pure title compound: RF on silica gel=0.44 [ethyl acetate-hexane (2:3)]. Product: C1(=CC=CC=C1)N1C(NC(C1=O)CSCC=C)=S (3-phenyl-5-[(2 -propenylthio)methyl]-2-thioxo-4-imidazolidinone). Starting materials: C(C=C)SC[C@H](N)C(=O)O (S-allylcysteine), [OH-].[Na+] (sodium hydroxide), C1(=CC=CC=C1)N=C=S (phenylisothiocyanate), compound. Starting materials: COCCN, Cl, ClCCN1CCOCC1. The product is COCCNCCN1CCOCC1. RXN SMILES: [CH3:11][O:12][CH2:13][CH2:14][NH2:15].[ClH:1].[O:2]1[CH2:3][CH2:4][N:5]([CH2:8][CH2:9][Cl:10])[CH2:6][CH2:7]1>>[O:2]1[CH2:3][CH2:4][N:5]([CH2:8][CH2:9][NH:15][CH2:14][CH2:13][O:12][CH3:11])[CH2:6][CH2:7]1. Reactants: CCc1cc(-c2ccc(C(F)(F)F)cc2)cc(=O)[nH]1, O=P(Cl)(Cl)Cl. Product: CCc1cc(-c2ccc(C(F)(F)F)cc2)cc(Cl)n1. Reaction SMILES: [CH2:1]([CH3:2])[c:3]1[cH:4][c:5](-[c:10]2[cH:11][cH:12][c:13]([C:16]([F:17])([F:18])[F:19])[cH:14][cH:15]2)[cH:6][c:7](=[O:9])[nH:8]1.[P:20]([Cl:21])([Cl:22])([Cl:23])=[O:24]>>[CH2:1]([CH3:2])[c:3]1[cH:4][c:5](-[c:10]2[cH:11][cH:12][c:13]([C:16]([F:17])([F:18])[F:19])[cH:14][cH:15]2)[cH:6][c:7]([Cl:22])[n:8]1. The reactants are ClC1=C(C(=CC=C1)Cl)NC(=S)NC(C)=O (N-(2,6-dichlorophenyl)-N'-acetyl-thiourea), C([O-])([O-])=O.[K+].[K+] (potassium carbonate), C(CCC)Br (n-butylbromide). The solvent is CC(=O)C (acetone). Conditions: time 4 hour. Yields the product ClC1=C(C(=CC=C1)Cl)NC(SCCCC)=NC(C)=O (N-(2,6-dichlorophenyl)-N'-acetyl-S-n-butylisothiourea). Reaction SMILES: [Cl:1][C:2]1[CH:7]=[CH:6][CH:5]=[C:4]([Cl:8])[C:3]=1[NH:9][C:10]([NH:12][C:13](=[O:15])[CH3:14])=[S:11].C(=O)([O-])[O-].[K+].[K+].[CH2:22](Br)[CH2:23][CH2:24][CH3:25]>CC(C)=O>[Cl:1][C:2]1[CH:7]=[CH:6][CH:5]=[C:4]([Cl:8])[C:3]=1[NH:9][C:10](=[N:12][C:13](=[O:15])[CH3:14])[S:11][CH2:22][CH2:23][CH2:24][CH3:25] |f:1.2.3|. Procedure details: 5.2 g (0.02 M) of N-(2,6-dichlorophenyl)-N'-acetyl-thiourea, 2.1 ml (0.015 M) of ground potassium carbonate, 3.2 ml (0.03 M) of n-butylbromide and 50 ml of acetone are boiled in a reflux under energetic shaking for 4 hours. The acetone is distilled off. The residue in the flask is washed with water and filtered. 5.8 g (90.6% of the theoretical yield) of N-(2,6-dichlorophenyl)-N'-acetyl-S-n-butylisothiourea with a melting point of 84°-89° are obtained. After recrystallization from ethanol the pro... The reactants are ClCCNC(=O)C1=NC=CC=C1 (N-(2-chloroethyl)-2-pyridinecarboxamide), C1(=CC=CC=C1)N1CNC(C12CCNCC2)=O (1-phenyl-1,3,8-triazaspiro[4,5]decan-4-one), [I-].[K+] (potassium iodide). Run in CC(CC(C)=O)C (4-methyl-2-pentanone). Product: O.Cl.Cl.O=C1NCN(C12CCN(CC2)CCNC(=O)C2=NC=CC=C2)C2=CC=CC=C2 (N-[2-(4-oxo-1-phenyl-1,3,8-triazaspiro[4,5]dec-8-yl)ethyl]-2-pyridinecarboxamide dihydrochloride hydrate). Reaction SMILES: [Cl:1][CH2:2][CH2:3][NH:4][C:5]([C:7]1[CH:12]=[CH:11][CH:10]=[CH:9][N:8]=1)=[O:6].[C:13]1([N:19]2[C:23]3([CH2:28][CH2:27][NH:26][CH2:25][CH2:24]3)[C:22](=[O:29])[NH:21][CH2:20]2)[CH:18]=[CH:17][CH:16]=[CH:15][CH:14]=1.[I-].[K+]>CC(C)CC(=O)C>[OH2:6].[ClH:1].[ClH:1].[O:29]=[C:22]1[C:23]2([CH2:24][CH2:25][N:26]([CH2:2][CH2:3][NH:4][C:5]([C:7]3[CH:12]=[CH:11][CH:10]=[CH:9][N:8]=3)=[O:6])[CH2:27][CH2:28]2)[N:19]([C:13]2[CH:18]=[CH:17][CH:16]=[CH:15][CH:14]=2)[CH2:20][NH:21]1 |f:2.3,5.6.7.8|. Procedure details: A mixture of 4.4 parts of N-(2-chloroethyl)-2-pyridinecarboxamide, 13.8 parts of 1-phenyl-1,3,8-triazaspiro[4,5]decan-4-one, 3.3 parts of potassium iodide and 200 parts of 4-methyl-2-pentanone is stirred and refluxed for 24 hours. The reaction mixture is evaporated and the residue is purified by column-chromatography over silica gel using a mixture of trichloromethane and methanol (98:2 by volume) as eluent. The pure fractions are collected and the eluent is evaporated. The residue is converted ... The reactants are C1(CC1)C(CC(=O)OCC)C1=NC=NC(=C1)OCC=1C=NC(=C(C1)O)C1=C(C=CC(=C1)OC)F (ethyl 3-cyclopropyl-3-(6-((6-(2-fluoro-5-methoxyphenyl)-5-hydroxypyridin-3-yl)methoxy)pyrimidin-4-yl)propanoate), BrCC(C)(C)C (1-bromo-2,2-dimethylpropane), C([O-])([O-])=O.[Cs+].[Cs+] (cesium carbonate), O (water). Run in CN(C)C=O (DMF). Conditions: temperature 80 celsius, time 20 hour. Product: C1(CC1)C(CC(=O)OCC)C1=NC=NC(=C1)OCC=1C=NC(=C(C1)OCC(C)(C)C)C1=C(C=CC(=C1)OC)F (ethyl 3-cyclopropyl-3-(6-((6-(2-fluoro-5methoxyphenyl)-5-(neopentyloxy)pyridin-3-yl) methoxy)pyrimidin-4-yl)propanoate). Reaction SMILES: [CH:1]1([CH:4]([C:11]2[CH:16]=[C:15]([O:17][CH2:18][C:19]3[CH:20]=[N:21][C:22]([C:26]4[CH:31]=[C:30]([O:32][CH3:33])[CH:29]=[CH:28][C:27]=4[F:34])=[C:23]([OH:25])[CH:24]=3)[N:14]=[CH:13][N:12]=2)[CH2:5][C:6]([O:8][CH2:9][CH3:10])=[O:7])[CH2:3][CH2:2]1.Br[CH2:36][C:37]([CH3:40])([CH3:39])[CH3:38].C(=O)([O-])[O-].[Cs+].[Cs+].O>CN(C=O)C>[CH:1]1([CH:4]([C:11]2[CH:16]=[C:15]([O:17][CH2:18][C:19]3[CH:20]=[N:21][C:22]([C:26]4[CH:31]=[C:30]([O:32][CH3:33])[CH:29]=[CH:28][C:27]=4[F:34])=[C:23]([O:25][CH2:36][C:37]([CH3:40])([CH3:39])[CH3:38])[CH:24]=3)[N:14]=[CH:13][N:12]=2)[CH2:5][C:6]([O:8][CH2:9][CH3:10])=[O:7])[CH2:3][CH2:2]1 |f:2.3.4|. Procedure: Under a nitrogen atmosphere, to a solution of ethyl 3-cyclopropyl-3-(6-((6-(2-fluoro-5-methoxyphenyl)-5-hydroxypyridin-3-yl)methoxy)pyrimidin-4-yl)propanoate (60 mg) in DMF (1.3 mL) were added 1-bromo-2,2-dimethylpropane (80 μL) and cesium carbonate (83 mg), and the mixture was stirred at 80° C. for 20 hr. The reaction mixture was poured into water at room temperature, and the mixture was extracted with ethyl acetate. The extract was washed with saturated brine, and dried over anhydrous sodium s... Reactants: NS(=O)(=O)c1cccc(CCCCOCCCCCCBr)c1, CC1(C)OCc2cc(C(O)CNCc3ccccc3)ccc2O1, CC#N, CCOCC, CCN(C(C)C)C(C)C. The product is CC1(C)OCc2cc(C(O)CN(CCCCCCOCCCCc3cccc(S(N)(=O)=O)c3)Cc3ccccc3)ccc2O1. As a reaction SMILES: [Br:1][CH2:2][CH2:3][CH2:4][CH2:5][CH2:6][CH2:7][O:8][CH2:9][CH2:10][CH2:11][CH2:12][c:13]1[cH:14][c:15]([S:19](=[O:20])(=[O:21])[NH2:22])[cH:16][cH:17][cH:18]1.[CH2:23]([c:24]1[cH:25][cH:26][cH:27][cH:28][cH:29]1)[NH:30][CH2:31][CH:32]([OH:33])[c:34]1[cH:35][c:36]2[c:37]([cH:44][cH:45]1)[O:38][C:39]([CH3:42])([CH3:43])[O:40][CH2:41]2.[CH3:55][C:56]#[N:57].[CH3:58][CH2:59][O:60][CH2:61][CH3:62].[CH:46]([N:47]([CH:48]([CH3:49])[CH3:50])[CH2:51][CH3:52])([CH3:53])[CH3:54]>>[CH2:2]([CH2:3][CH2:4][CH2:5][CH2:6][CH2:7][O:8][CH2:9][CH2:10][CH2:11][CH2:12][c:13]1[cH:14][c:15]([S:19](=[O:20])(=[O:21])[NH2:22])[cH:16][cH:17][cH:18]1)[N:30]([CH2:23][c:24]1[cH:25][cH:26][cH:27][cH:28][cH:29]1)[CH2:31][CH:32]([OH:33])[c:34]1[cH:35][c:36]2[c:37]([cH:44][cH:45]1)[O:38][C:39]([CH3:42])([CH3:43])[O:40][CH2:41]2. The reactants are CCOC(=O)c1cnc(-c2ccc(F)cc2)nc1C, CO, [Na+], [OH-]. The product is Cc1nc(-c2ccc(F)cc2)ncc1C(=O)O. Reaction SMILES: [CH2:1]([CH3:2])[O:3][C:4](=[O:5])[c:6]1[c:7]([CH3:19])[n:8][c:9](-[c:12]2[cH:13][cH:14][c:15]([F:18])[cH:16][cH:17]2)[n:10][cH:11]1.[CH3:22][OH:23].[Na+:21].[OH-:20]>>[O:3]=[C:4]([OH:5])[c:6]1[c:7]([CH3:19])[n:8][c:9](-[c:12]2[cH:13][cH:14][c:15]([F:18])[cH:16][cH:17]2)[n:10][cH:11]1. Starting materials: CSc1cc(C(C)=O)ccc1OCCCBr, CC#N, Fc1ccc2c(C3CCNCC3)noc2c1, [K+], [K+], O=C([O-])[O-]. Yields the product CSc1cc(C(C)=O)ccc1OCCCN1CCC(c2noc3cc(F)ccc23)CC1. RXN SMILES: [Br:23][CH2:24][CH2:25][CH2:26][O:27][c:28]1[c:29]([S:37][CH3:38])[cH:30][c:31]([C:34]([CH3:35])=[O:36])[cH:32][cH:33]1.[CH3:39][C:40]#[N:41].[F:1][c:2]1[cH:3][c:4]2[c:5]([c:6]([CH:9]3[CH2:10][CH2:11][NH:12][CH2:13][CH2:14]3)[n:7][o:8]2)[cH:15][cH:16]1.[K+:17].[K+:18].[O-:19][C:20]([O-:21])=[O:22]>>[F:1][c:2]1[cH:3][c:4]2[c:5]([c:6]([CH:9]3[CH2:10][CH2:11][N:12]([CH2:24][CH2:25][CH2:26][O:27][c:28]4[c:29]([S:37][CH3:38])[cH:30][c:31]([C:34]([CH3:35])=[O:36])[cH:32][cH:33]4)[CH2:13][CH2:14]3)[n:7][o:8]2)[cH:15][cH:16]1.